This data is from the Open Reaction Database (ORD), a public repository of structured organic reaction records. The task is: describe an organic reaction: reactants, conditions, products, and yield Reactants: O=C(CBr)c1cccc(Cl)c1, CCO, [K+], O, N#C[S-]. Yields the product N#CSCC(=O)c1cccc(Cl)c1. RXN SMILES: [Br:1][CH2:2][C:3](=[O:4])[c:5]1[cH:6][c:7]([Cl:11])[cH:8][cH:9][cH:10]1.[CH3:17][CH2:18][OH:19].[K+:12].[OH2:16].[S-:13][C:14]#[N:15]>>[CH2:2]([C:3](=[O:4])[c:5]1[cH:6][c:7]([Cl:11])[cH:8][cH:9][cH:10]1)[S:13][C:14]#[N:15]. The reactants are N1CC(OCC1)C1=CC=C(C=C1)O (4-morpholin-2-yl-phenol), C(C=C)(=O)OC(C)(C)C (tert-butyl acrylate). Run in CC#N (CH3CN). Product: C(C)(C)(C)OC(CCN1CC(OCC1)C1=CC=C(C=C1)O)=O (3-[2-(4-hydroxy-phenyl)-morpholin-4-yl]-propionic acid tert-butyl ester). Isolated yield 77.2%. Reaction SMILES: [NH:1]1[CH2:6][CH2:5][O:4][CH:3]([C:7]2[CH:12]=[CH:11][C:10]([OH:13])=[CH:9][CH:8]=2)[CH2:2]1.[C:14]([O:18][C:19]([CH3:22])([CH3:21])[CH3:20])(=[O:17])[CH:15]=[CH2:16]>CC#N>[C:19]([O:18][C:14](=[O:17])[CH2:15][CH2:16][N:1]1[CH2:6][CH2:5][O:4][CH:3]([C:7]2[CH:12]=[CH:11][C:10]([OH:13])=[CH:9][CH:8]=2)[CH2:2]1)([CH3:22])([CH3:21])[CH3:20]. Procedure details: A mixture of 4-morpholin-2-yl-phenol (3.95 g; 22.0 mmol), and tert-butyl acrylate (9.60 mL; 66.1 mmol) in CH3CN (100 mL) was heated under reflux overnight. After cooling to RT, the mixture was concentrated and purified by column chromatography (SiO2, Et2O) to afford 3-[2-(4-hydroxy-phenyl)-morpholin-4-yl]-propionic acid tert-butyl ester (5.22 g).